From a dataset of the Open Reaction Database (ORD), a public repository of structured organic reaction records. describe an organic reaction: reactants, conditions, products, and yield The reactants are Cl.O1C=C(C=C1)C=1C=C(CN)C=CC1 (3-(furan-3-yl)benzylamine.hydrochloride), ClC1=CC(=C(C=C1)NC(COCC(=O)O)=O)C(=O)OC ((2-([4-chloro-2-(methoxycarbonyl)phenyl]amino)-2-oxoethoxy)acetic acid). Yields the product ClC=1C=CC(=C(C(=O)O)C1)NC(COCC(=O)NCC1=CC(=CC=C1)C1=COC=C1)=O (5-chloro-2-([(2-([3-(furan-3-yl)benzyl]amino)-2-oxoethoxy)acetyl]amino)benzoic acid). As a reaction SMILES: Cl.[O:2]1[CH:6]=[CH:5][C:4]([C:7]2[CH:8]=[C:9]([CH:12]=[CH:13][CH:14]=2)[CH2:10][NH2:11])=[CH:3]1.[Cl:15][C:16]1[CH:21]=[CH:20][C:19]([NH:22][C:23](=[O:30])[CH2:24][O:25][CH2:26][C:27](O)=[O:28])=[C:18]([C:31]([O:33]C)=[O:32])[CH:17]=1>>[Cl:15][C:16]1[CH:21]=[CH:20][C:19]([NH:22][C:23](=[O:30])[CH2:24][O:25][CH2:26][C:27]([NH:11][CH2:10][C:9]2[CH:12]=[CH:13][CH:14]=[C:7]([C:4]3[CH:5]=[CH:6][O:2][CH:3]=3)[CH:8]=2)=[O:28])=[C:18]([CH:17]=1)[C:31]([OH:33])=[O:32] |f:0.1|. Procedure details: Using the same method as in Example 1-(ii), 3-(furan-3-yl)benzylamine.hydrochloride was reacted with the (2-([4-chloro-2-(methoxycarbonyl)phenyl]amino)-2-oxoethoxy)acetic acid obtained in Example 1-(i) to give 5-chloro-2-([(2-([3-(furan-3-yl)benzyl]amino)-2-oxoethoxy)acetyl]amino)benzoic acid.methyl ester (yield: 77%). Note that 3-(furan-3-yl)benzylamine.hydrochloride was neutralized in DMA by adding an equivalent amount of triethylamine, and then used in the reaction.